From a dataset of the Open Reaction Database (ORD), a public repository of structured organic reaction records. describe an organic reaction: reactants, conditions, products, and yield Reactants: ClC=1N=NC(=CC1)C1=CC(=CC=C1)Cl (3-chloro-6-(m-chlorophenyl)pyridazine), C(CCC)O (n-butanol), O.NN (hydrazine hydrate). The solvent is [N+](=O)([O-])C (nitromethane). Yields the product ClC=1C=C(C=CC1)C=1N=NC(=CC1)NN (3-(m-chlorophenyl)-6-hydrazinopyridazine). As a reaction SMILES: Cl[C:2]1[N:3]=[N:4][C:5]([C:8]2[CH:13]=[CH:12][CH:11]=[C:10]([Cl:14])[CH:9]=2)=[CH:6][CH:7]=1.C(O)CCC.O.[NH2:21][NH2:22]>[N+](C)([O-])=O>[Cl:14][C:10]1[CH:9]=[C:8]([C:5]2[N:4]=[N:3][C:2]([NH:21][NH2:22])=[CH:7][CH:6]=2)[CH:13]=[CH:12][CH:11]=1 |f:2.3|. Procedure: A mixture of 6.85 g of 3-chloro-6-(m-chlorophenyl)pyridazine, 100 ml. of n-butanol and 3.05 g. of hydrazine hydrate is refluxed overnight. The solvent is removed under vacuum to give a semi-solid. The solid is dissolved in a minimum of hot nitromethane. Cooling gives 3.5 g. of amorphous solid. The reactants are C(C)(C)(C)OC(N[C@@H](CN1CCC(CC1)C(C1=CC=C(C=C1)F)=O)CC1=CC=C(C=C1)[N+](=O)[O-])=O ([(R)-2-[4-(4-fluoro-benzoyl)-piperidin-1-yl]-1-(4-nitro-benzyl)-ethyl]-carbamic acid tert-butyl ester), [Cl-].[Ca+2].[Cl-] (calcium chloride). Reagents/catalysts: [Zn] (zinc). Solvent: C(C)(=O)O (acetic acid). Run at temperature 0 celsius, time 35 minute. Product: C(C)(C)(C)OC(N[C@@H](CN1CCC(CC1)C(C1=CC=C(C=C1)F)=O)CC1=CC=C(C=C1)N)=O ({(R)-1-(4-amino-benzyl)-2-[4-(4-fluoro-benzoyl)-piperidin-1-yl]-ethyl}-carbamic acid tert-butyl ester). Reaction SMILES: [C:1]([O:5][C:6](=[O:35])[NH:7][C@H:8]([CH2:25][C:26]1[CH:31]=[CH:30][C:29]([N+:32]([O-])=O)=[CH:28][CH:27]=1)[CH2:9][N:10]1[CH2:15][CH2:14][CH:13]([C:16](=[O:24])[C:17]2[CH:22]=[CH:21][C:20]([F:23])=[CH:19][CH:18]=2)[CH2:12][CH2:11]1)([CH3:4])([CH3:3])[CH3:2].[Cl-].[Ca+2].[Cl-]>C(O)(=O)C.[Zn]>[C:1]([O:5][C:6](=[O:35])[NH:7][C@H:8]([CH2:25][C:26]1[CH:31]=[CH:30][C:29]([NH2:32])=[CH:28][CH:27]=1)[CH2:9][N:10]1[CH2:11][CH2:12][CH:13]([C:16](=[O:24])[C:17]2[CH:18]=[CH:19][C:20]([F:23])=[CH:21][CH:22]=2)[CH2:14][CH2:15]1)([CH3:4])([CH3:2])[CH3:3] |f:1.2.3|. Procedure details: To a solution of [(R)-2-[4-(4-fluoro-benzoyl)-piperidin-1-yl]-1-(4-nitro-benzyl)-ethyl]-carbamic acid tert-butyl ester (1.41 g, 2.90 mmol) in acetic acid (11 ml), cooled to 0° C., is added an aqueous solution of calcium chloride (4 ml, 0.47M) and zinc dust (3.9 g, 59.6 mmol). The reaction mixture is stirred at 0° C. for 35 minutes and then filtered through a celite plug. The filtrate is evaporated and the residue dissolved in water and extracted into dichloromethane. The dichloromethane is evapo... Starting materials: NC(=CC#N)C1=CC=C(C=C1)OC1=CC=CC=C1 (3-amino-3-(4-phenoxyphenyl)acrylonitrile), [N+](=O)([O-])C1=CC=C(C=C1)C(CC(=O)OCC)=O (ethyl 3-(4-nitrophenyl)-3-oxopropanoate). Solvent: CN(C(C)=O)C (N,N-dimethylacetamide). Product: [N+](=O)([O-])C1=CC=C(C=C1)C1=CC(C(=C(N1)C1=CC=C(C=C1)OC1=CC=CC=C1)C#N)=O (6-(4-nitrophenyl)-4-oxo-2-(4-phenoxyphenyl)-1,4-dihydropyridine-3-carbonitrile). Yield: 120.7%. As a reaction SMILES: [NH2:1][C:2]([C:6]1[CH:11]=[CH:10][C:9]([O:12][C:13]2[CH:18]=[CH:17][CH:16]=[CH:15][CH:14]=2)=[CH:8][CH:7]=1)=[CH:3][C:4]#[N:5].[N+:19]([C:22]1[CH:27]=[CH:26][C:25]([C:28](=O)[CH2:29][C:30](OCC)=[O:31])=[CH:24][CH:23]=1)([O-:21])=[O:20]>CN(C)C(=O)C>[N+:19]([C:22]1[CH:23]=[CH:24][C:25]([C:28]2[NH:1][C:2]([C:6]3[CH:11]=[CH:10][C:9]([O:12][C:13]4[CH:18]=[CH:17][CH:16]=[CH:15][CH:14]=4)=[CH:8][CH:7]=3)=[C:3]([C:4]#[N:5])[C:30](=[O:31])[CH:29]=2)=[CH:26][CH:27]=1)([O-:21])=[O:20]. Reported procedure: A mixture of 3-amino-3-(4-phenoxyphenyl)acrylonitrile (101 mg, 0.427 mmol) and ethyl 3-(4-nitrophenyl)-3-oxopropanoate (312.8 mg, 1.319 mmol) in N,N-dimethylacetamide (1 mL) was microwaved at 230° C. for 20 min, cooled to room temperature, and concentrated. Silica gel chromatography, eluting with 0-5% methanol in dichloromethane, gave 6-(4-nitrophenyl)-4-oxo-2-(4-phenoxyphenyl)-1,4-dihydropyridine-3-carbonitrile as brown solid (211 mg, 100% yield). 1H NMR (400 MHz, CDCl3) δ ppm 8.31 (2H, δ, J=8.... Reactants: C(C1=CC=CC=C1)OC(NC(CC1=CC=C(C=C1)OC(C)(C)C)C(N(CC(OCC)OCC)CC1=CC=CC2=C1N=CS2)=O)=O ([1-[Benzothiazol-4-ylmethyl-(2,2-diethoxy-ethyl)-carbamoyl]-2-(4-tert-butoxy-phenyl)-ethyl]-carbamic acid benzyl ester). Reagents/catalysts: [Pd] (Pd/C). Solvent: CO (MeOH). Conditions: time 2 hour. The product is NC(C(=O)N(CC(OCC)OCC)CC1=CC=CC2=C1N=CS2)CC2=CC=C(C=C2)OC(C)(C)C (2-Amino-N-benzothiazol-4-ylmethyl-3-(4-tert-butoxy-phenyl)-N-(2,2-diethoxy-ethyl)-propionamide). As a reaction SMILES: C(OC(=O)[NH:10][CH:11]([C:24](=[O:44])[N:25]([CH2:34][C:35]1[C:40]2[N:41]=[CH:42][S:43][C:39]=2[CH:38]=[CH:37][CH:36]=1)[CH2:26][CH:27]([O:31][CH2:32][CH3:33])[O:28][CH2:29][CH3:30])[CH2:12][C:13]1[CH:18]=[CH:17][C:16]([O:19][C:20]([CH3:23])([CH3:22])[CH3:21])=[CH:15][CH:14]=1)C1C=CC=CC=1>CO.[Pd]>[NH2:10][CH:11]([CH2:12][C:13]1[CH:14]=[CH:15][C:16]([O:19][C:20]([CH3:22])([CH3:21])[CH3:23])=[CH:17][CH:18]=1)[C:24]([N:25]([CH2:34][C:35]1[C:40]2[N:41]=[CH:42][S:43][C:39]=2[CH:38]=[CH:37][CH:36]=1)[CH2:26][CH:27]([O:31][CH2:32][CH3:33])[O:28][CH2:29][CH3:30])=[O:44]. Procedure: To a solution of [1-[Benzothiazol-4-ylmethyl-(2,2-diethoxy-ethyl)-carbamoyl]-2-(4-tert-butoxy-phenyl)-ethyl]-carbamic acid benzyl ester (3.64 g, 5.76 mmol) in MeOH (50 mL) was added Pd/C (500 mg). After 2 h of stirring under H2 atmosphere, the solution was filtered on Celite and the solvent was evaporated to afford 2-Amino-N-benzothiazol-4-ylmethyl-3-(4-tert-butoxy-phenyl)-N-(2,2-diethoxy-ethyl)-propionamide which was used next step without further purification. Starting materials: C(O)C(CC)(CO)CO (trimethylolpropane), C(N)(=O)N1C(C=CC1=O)=O (N-carbamylmaleimide). The reagents and catalysts are [Cl-].[Zn+2].[Cl-] (zinc chloride). The solvent is C(C)#N (acetonitrile). Reaction conditions: time 5 hour. Yields the product C(\C=C/C(NC(N)=O)=O)(=O)O.C(\C=C/C(NC(N)=O)=O)(=O)O.C(\C=C/C(NC(N)=O)=O)(=O)O.C(O)C(CC)(CO)CO (trimethylolpropane trimaleurate). The yield is 361.5%. RXN SMILES: [CH2:1]([C:3]([CH2:8][OH:9])([CH2:6][OH:7])[CH2:4][CH3:5])[OH:2].[C:10]([N:13]1[C:17](=[O:18])[CH:16]=[CH:15][C:14]1=[O:19])(=[O:12])[NH2:11]>C(#N)C.[Cl-].[Zn+2].[Cl-]>[C:14]([OH:19])(=[O:2])/[CH:15]=[CH:16]\[C:17](=[O:18])[NH:13][C:10](=[O:12])[NH2:11].[C:14]([OH:19])(=[O:2])/[CH:15]=[CH:16]\[C:17](=[O:18])[NH:13][C:10](=[O:12])[NH2:11].[C:14]([OH:19])(=[O:2])/[CH:15]=[CH:16]\[C:17](=[O:18])[NH:13][C:10](=[O:12])[NH2:11].[CH2:1]([C:3]([CH2:8][OH:9])([CH2:6][OH:7])[CH2:4][CH3:5])[OH:2] |f:3.4.5,6.7.8.9|. Procedure: A mixture of 9.86 g of trimethylolpropane (0.074 moles), 31.3 g of N-carbamylmaleimide (0.224 moles) and 0.85 g of zinc chloride (0.00625 moles) in 215 mL of acetonitrile was heated to reflux. After 5 hours, the acetonitrile was evaporated to afford 40.7 g of trimethylolpropane trimaleurate as a white solid. M.P.: 70°-76° C.; 1H NMR (DMSO-d6): δ 10.5 (s, 3 H), 7.2-7.7 (m, 6 H), 6.3-6.6 (m, 6 H), 4.1 (s, 6 H), 1.35 (q, 2 H), 1.85 (t, 3 H). Reactants: C(C)(C)(C)C=1C=C2C=NN(C(C2=C(C1)F)=O)C1=C(C=O)C(=CC=N1)Cl (2-(6-tert-Butyl-8-fluoro-1-oxophthalazin-2(1H)-yl)-4-chloronicotinaldehyde), C[C@@H]1N(C[C@H](N(C1)C1COC1)C)C=1C=CC(=NC1)NC=1C(N(C=C(C1)B1OC(C(O1)(C)C)C)C)=O (3-(5-((2S,5R)-2,5-dimethyl-4-(oxetan-3-yl)piperazin-1-yl)pyridin-2-ylamino)-1-methyl-5-(4,4,5-trimethyl-1,3,2-dioxaborolan-2-yl)pyridin-2(1H)-one), [O-]P(=O)([O-])[O-].[K+].[K+].[K+] (K3PO4), NaOAc.3H2O. The reagents and catalysts are C1=CC=C(C=C1)P([C-]2C=CC=C2)C3=CC=CC=C3.C1=CC=C(C=C1)P([C-]2C=CC=C2)C3=CC=CC=C3.Cl[Pd]Cl.[Fe+2] (Pd(dppf)Cl2). Solvent: CC#N (CH3CN). Reaction conditions: temperature 100 celsius. Product: C(C)(C)(C)C=1C=C2C=NN(C(C2=C(C1)F)=O)C1=C(C=O)C(=CC=N1)C1=CN(C(C(=C1)NC1=NC=C(C=C1)N1[C@H](CN([C@@H](C1)C)C1COC1)C)=O)C (2-(6-tert-Butyl-8-fluoro-1-oxophthalazin-2(1H)-yl)-4-(5-(5-((2S,5R)-2,5-dimethyl-4-(oxetan-3-yl)piperazin-1-yl)pyridin-2-ylamino)-1-methyl-6-oxo-1,6-dihydropyridin-3-yl)nicotinaldehyde). Yield: 38.5%. RXN SMILES: [C:1]([C:5]1[CH:6]=[C:7]2[C:12](=[C:13]([F:15])[CH:14]=1)[C:11](=[O:16])[N:10]([C:17]1[N:24]=[CH:23][CH:22]=[C:21](Cl)[C:18]=1[CH:19]=[O:20])[N:9]=[CH:8]2)([CH3:4])([CH3:3])[CH3:2].[CH3:26][C@H:27]1[CH2:32][N:31]([CH:33]2[CH2:36][O:35][CH2:34]2)[C@H:30]([CH3:37])[CH2:29][N:28]1[C:38]1[CH:39]=[CH:40][C:41]([NH:44][C:45]2[C:46](=[O:60])[N:47]([CH3:59])[CH:48]=[C:49](B3OC(C)(C)C(C)O3)[CH:50]=2)=[N:42][CH:43]=1.[O-]P([O-])([O-])=O.[K+].[K+].[K+]>CC#N.C1C=CC(P(C2C=CC=CC=2)[C-]2C=CC=C2)=CC=1.C1C=CC(P(C2C=CC=CC=2)[C-]2C=CC=C2)=CC=1.Cl[Pd]Cl.[Fe+2]>[C:1]([C:5]1[CH:6]=[C:7]2[C:12](=[C:13]([F:15])[CH:14]=1)[C:11](=[O:16])[N:10]([C:17]1[N:24]=[CH:23][CH:22]=[C:21]([C:49]3[CH:50]=[C:45]([NH:44][C:41]4[CH:40]=[CH:39][C:38]([N:28]5[CH2:29][C@@H:30]([CH3:37])[N:31]([CH:33]6[CH2:36][O:35][CH2:34]6)[CH2:32][C@@H:27]5[CH3:26])=[CH:43][N:42]=4)[C:46](=[O:60])[N:47]([CH3:59])[CH:48]=3)[C:18]=1[CH:19]=[O:20])[N:9]=[CH:8]2)([CH3:4])([CH3:3])[CH3:2] |f:2.3.4.5,7.8.9.10|. Procedure: A 100-mL single-neck round-bottomed flask was charged with 2-(6-tert-butyl-8-fluoro-1-oxophthalazin-2(1H)-yl)-4-chloronicotinaldehyde 103b (216 mg, 0.6 mmol), 3-(5-((2S,5R)-2,5-dimethyl-4-(oxetan-3-yl)piperazin-1-yl)pyridin-2-ylamino)-1-methyl-5-(4,4,5-trimethyl-1,3,2-dioxaborolan-2-yl)pyridin-2(1H)-one (360 mg, 0.72 mmol), Pd(dppf)Cl2 (30 mg, 0.03 mmol), K3PO4 (270 mg, 1.2 mmol), and NaOAc.3H2O (180 mg, 1.2 mmol) in CH3CN (80 mL). The system was evacuated and refilled with N2. The reaction mixt...